This data is from the Open Reaction Database (ORD), a public repository of structured organic reaction records. The task is: describe an organic reaction: reactants, conditions, products, and yield Starting materials: C(C)OC(CC(C)(O)C1=CC=C(C=C1)C1=C(C=C(C=C1)F)F)=O (3-(2',4'-difluoro-4-biphenylyl)-3-hydroxybutyric acid ethyl ester), [OH-].[K+] (KOH). Solvent: C(C)O (ethanol). Yields the product FC1=C(C=CC(=C1)F)C1=CC=C(C=C1)C(CC(=O)O)(C)O (3-(2',4'-difluoro-4-biphenylyl)-3-hydroxybutyric acid). As a reaction SMILES: C([O:3][C:4](=[O:23])[CH2:5][C:6]([C:9]1[CH:14]=[CH:13][C:12]([C:15]2[CH:20]=[CH:19][C:18]([F:21])=[CH:17][C:16]=2[F:22])=[CH:11][CH:10]=1)([OH:8])[CH3:7])C.[OH-].[K+]>C(O)C>[F:22][C:16]1[CH:17]=[C:18]([F:21])[CH:19]=[CH:20][C:15]=1[C:12]1[CH:13]=[CH:14][C:9]([C:6]([OH:8])([CH3:7])[CH2:5][C:4]([OH:23])=[O:3])=[CH:10][CH:11]=1 |f:1.2|. Procedure details: 10 g. of 3-(2',4'-difluoro-4-biphenylyl)-3-hydroxybutyric acid ethyl ester are dissolved in 50 ml. of ethanol and the solution is heated under reflux with 2 g. of KOH for 3 hours, evaporated and worked up in the customary manner to give 3-(2',4'-difluoro-4-biphenylyl)-3-hydroxybutyric acid, m.p. 121°-123°. Starting materials: C([O-])([O-])=O.[Cs+].[Cs+] (Cesium carbonate), BrC(C)CCCC (2-bromohexane), IC1=C(C(=O)[O-])C(=C(C(=C1I)C(=O)[O-])I)I (2,3,5,6-tetraiodoterephthalate). Solvent: CN(C)C=O (DMF), CN(C)C=O (DMF). Run at temperature 76 celsius, time 22 hour. The product is IC1=C(C(=O)OC(C)CCCC)C(=C(C(=C1I)C(=O)OC(C)CCCC)I)I (bis(2-hexyl) 2,3,5,6-tetraiodoterephthalate). Isolated yield 31.0%. Reaction SMILES: C(=O)([O-])[O-].[Cs+].[Cs+].Br[CH:8]([CH2:10][CH2:11][CH2:12][CH3:13])[CH3:9].[I:14][C:15]1[C:23]([I:24])=[C:22]([C:25]([O-:27])=[O:26])[C:21]([I:28])=[C:20]([I:29])[C:16]=1[C:17]([O-:19])=[O:18]>CN(C=O)C>[I:14][C:15]1[C:23]([I:24])=[C:22]([C:25]([O:27][CH:8]([CH2:10][CH2:11][CH2:12][CH3:13])[CH3:9])=[O:26])[C:21]([I:28])=[C:20]([I:29])[C:16]=1[C:17]([O:19][CH:8]([CH2:10][CH2:11][CH2:12][CH3:13])[CH3:9])=[O:18] |f:0.1.2|. Procedure details: Cesium carbonate (1.63 g, 5.0 mmol) and 2-bromohexane (2.0 ml, 16 mmol) were added to a flask containing a stirred mixture of 2,3,5,6-tetraiodoterephthalate acid (1.4 g, 2.0 mmol) and dry DMF (20 ml). The reaction flask was immersed in an oil bath which was warmed to 76° C. over a period of 0.5 hr. After stirring under an atmosphere of N2 for 22 hrs, the reaction was allowed to cool, diluted with DMF, filtered through a pad of celite and evaporated in vacuo. The resulting residue was taken up in... The reactants are CS(C)=O, [Cl-], Cn1c([N+](=O)[O-])cnc1-c1nnc2ccc(Cl)nn12, NC(N)=[NH2+], [Na+], [OH-], O. Yields the product Cn1c([N+](=O)[O-])cnc1-c1nnc2ccc(N=C(N)N)nn12. Reaction SMILES: [CH3:20][S:21](=[O:22])[CH3:23].[Cl-:24].[N+:1](=[O:2])([O-:3])[c:4]1[cH:5][n:6][c:7](-[c:10]2[n:11][n:12][c:13]3[n:14]2[n:15][c:16]([Cl:19])[cH:17][cH:18]3)[n:8]1[CH3:9].[NH2:25][C:26]([NH2:27])=[NH2+:28].[Na+:30].[OH-:29].[OH2:31]>>[N+:1](=[O:2])([O-:3])[c:4]1[cH:5][n:6][c:7](-[c:10]2[n:11][n:12][c:13]3[n:14]2[n:15][c:16]([N:25]=[C:26]([NH2:27])[NH2:28])[cH:17][cH:18]3)[n:8]1[CH3:9]. The yield is 66.3%. Product: BrC1=CC(=C(C=C1)F)C=C (4-Bromo-1-fluoro-2-vinylbenzene). Reported procedure: To a suspension of methyl(triphenyl)-phosphonium bromide (15.5 g, 43 mmol) in THF (60 ml) were added at −78° C. BuLi (27 ml, 1.6 M in hexane, 43.2 mmol) and 5-bromo-2-fluoro-benzaldehyde (877 mg, 43 mmol). The reaction mixture was stirred 18 hours at r.t. After work-up and purification by chromatography (hexane/ethyl acetate 9/1 to 4/1) 5.7 g (28.5 mmol, 72%) of the title compound were obtained, 1H-NMR (300 MHz, CDCl3): δ=7.62 (dd, 1H), 7.26-7.36 (m, 1H), 6.93 (t, 1H), 6.79 (dd, 1H), 5.42 (d, 1H... Reactants: [Li]CCCC (BuLi), BrC=1C=CC(=C(C=O)C1)F (5-bromo-2-fluoro-benzaldehyde). The solvent is CCCCCC.C(C)(=O)OCC (hexane ethyl acetate), C1CCOC1 (THF). RXN SMILES: [Li][CH2:2]CCC.[Br:6][C:7]1[CH:8]=[CH:9][C:10]([F:15])=[C:11]([CH:14]=1)[CH:12]=O>[Br-].C[P+](C1C=CC=CC=1)(C1C=CC=CC=1)C1C=CC=CC=1.C1COCC1.CCCCCC.C(OCC)(=O)C>[Br:6][C:7]1[CH:8]=[CH:9][C:10]([F:15])=[C:11]([CH:12]=[CH2:2])[CH:14]=1 |f:2.3,5.6|. The reagents and catalysts are [Br-].C[P+](C1=CC=CC=C1)(C1=CC=CC=C1)C1=CC=CC=C1 (methyl(triphenyl)-phosphonium bromide). Reaction conditions: time 18 hour. Starting materials: BrC=1C=C(C=O)C=CC1O (3-bromo-4-hydroxybenzaldehyde), N1C(=S)NC(=O)C1 (2-thiohydantoin), C(C)(=O)[O-].[Na+] (sodium acetate). The solvent is C(C)(=O)O (acetic acid). Product: BrC=1C=C(C=CC1O)C=C1C(NC(N1)=S)=O (5-[(3-Bromo-4-hydroxyphenyl)methylene]-2-thioxo-4-imidazolidinone). Yield: 75.8%. RXN SMILES: [Br:1][C:2]1[CH:3]=[C:4]([CH:7]=[CH:8][C:9]=1[OH:10])[CH:5]=O.[NH:11]1[CH2:17][C:15](=[O:16])[NH:14][C:12]1=[S:13].C([O-])(=O)C.[Na+]>C(O)(=O)C>[Br:1][C:2]1[CH:3]=[C:4]([CH:5]=[C:17]2[NH:11][C:12](=[S:13])[NH:14][C:15]2=[O:16])[CH:7]=[CH:8][C:9]=1[OH:10] |f:2.3|. Reported procedure: Prepared according to the procedure described in Example 1 using 3-bromo-4-hydroxybenzaldehyde (3.1 g, 15 mmoles), 2-thiohydantoin (1.7 g, 15 mmoles), sodium acetate (4.5 g, 55 mmoles), and acetic acid (35 ml), to afford the pure product (3.4 g), mp 262° C. (dec). Reactants: COP(S)(OC)=S (dimethyl dithiophosphoric acid), C(\C=C/C(=O)OCC)(=O)OCC (diethyl maleate), COP(S)(OC)=S (dimethyl dithiophosphoric acid), C(\C=C/C(=O)OCC)(=O)OCC (diethyl maleate), C1(O)=CC=C(O)C=C1 (Hydroquinone). Product: CCOC(=O)CC(C(=O)OCC)SP(=S)(OC)OC (malathion). Reaction SMILES: [CH3:1][O:2][P:3](=[S:7])([O:5][CH3:6])[SH:4].[C:8]([O:17][CH2:18][CH3:19])(=[O:16])/[CH:9]=[CH:10]\[C:11]([O:13][CH2:14][CH3:15])=[O:12].C1(C=CC(O)=CC=1)O>>[CH3:19][CH2:18][O:17][C:8]([CH2:9][CH:10]([S:7][P:3]([O:5][CH3:6])([O:2][CH3:1])=[S:4])[C:11]([O:13][CH2:14][CH3:15])=[O:12])=[O:16]. Procedure details: The solution of dimethyl dithiophosphoric acid was added to diethyl maleate (the ratio of dimethyl dithiophosphoric acid to diethyl maleate was approximately 1-1.25 kg:1.2 kg). Hydroquinone (approximately 3 grams) was added to the mixture. The reaction mixture which contains two separate solutions, an organic solution of diethyl maleate and an aqueous solution of dimethyl dithiophosphoric acid, was mixed for about 8 hours at 53° C. under a nitrogen atmosphere. After mixing, the reaction was cool... Starting materials: CC(=O)O[BH-](OC(C)=O)OC(C)=O, Cc1nc(C(=O)N2CCOC3(CCN(Cc4cccc(C=O)c4)CC3)C2)cs1, CC(=O)O, CO, CC(C)(C)[Si](C)(C)OC(CN)c1ccc(O)c2[nH]c(=O)ccc12, [Na+]. Yields the product Cc1nc(C(=O)N2CCOC3(CCN(Cc4cccc(CNCC(O[Si](C)(C)C(C)(C)C)c5ccc(O)c6[nH]c(=O)ccc56)c4)CC3)C2)cs1. RXN SMILES: [C:56]([O:57][BH-:58]([O:59][C:60](=[O:61])[CH3:62])[O:63][C:64](=[O:65])[CH3:66])(=[O:67])[CH3:68].[CH3:1][c:2]1[s:3][cH:4][c:5]([C:7](=[O:8])[N:9]2[CH2:10][CH2:11][O:12][C:13]3([CH2:14]2)[CH2:15][CH2:16][N:17]([CH2:20][c:21]2[cH:22][c:23]([CH:24]=[O:25])[cH:26][cH:27][cH:28]2)[CH2:18][CH2:19]3)[n:6]1.[CH3:52][C:53](=[O:54])[OH:55].[CH3:70][OH:71].[NH2:29][CH2:30][CH:31]([O:32][Si:33]([CH3:34])([CH3:35])[C:36]([CH3:37])([CH3:38])[CH3:39])[c:40]1[c:41]2[cH:42][cH:43][c:44](=[O:51])[nH:45][c:46]2[c:47]([OH:50])[cH:48][cH:49]1.[Na+:69]>>[CH3:1][c:2]1[s:3][cH:4][c:5]([C:7](=[O:8])[N:9]2[CH2:10][CH2:11][O:12][C:13]3([CH2:14]2)[CH2:15][CH2:16][N:17]([CH2:20][c:21]2[cH:22][c:23]([CH2:24][NH:29][CH2:30][CH:31]([O:32][Si:33]([CH3:34])([CH3:35])[C:36]([CH3:37])([CH3:38])[CH3:39])[c:40]4[c:41]5[cH:42][cH:43][c:44](=[O:51])[nH:45][c:46]5[c:47]([OH:50])[cH:48][cH:49]4)[cH:26][cH:27][cH:28]2)[CH2:18][CH2:19]3)[n:6]1.